Dataset: the Open Reaction Database (ORD), a public repository of structured organic reaction records. Task: describe an organic reaction: reactants, conditions, products, and yield The reactants are c1ccc(COC2CN(Cc3ccccc3)CC2OCc2ccccc2)cc1, CO, [NH4+], [OH-], [OH-], [OH-], [Pd+2]. Yields the product c1ccc(COC2CNCC2OCc2ccccc2)cc1. RXN SMILES: [CH2:1]([c:2]1[cH:3][cH:4][cH:5][cH:6][cH:7]1)[N:8]1[CH2:9][CH:10]([O:21][CH2:22][c:23]2[cH:24][cH:25][cH:26][cH:27][cH:28]2)[CH:11]([O:13][CH2:14][c:15]2[cH:16][cH:17][cH:18][cH:19][cH:20]2)[CH2:12]1.[CH3:31][OH:32].[NH4+:29].[OH-:30].[OH-:33].[OH-:35].[Pd+2:34]>>[NH:8]1[CH2:9][CH:10]([O:21][CH2:22][c:23]2[cH:24][cH:25][cH:26][cH:27][cH:28]2)[CH:11]([O:13][CH2:14][c:15]2[cH:16][cH:17][cH:18][cH:19][cH:20]2)[CH2:12]1. Reactants: C(=O)C1=NC(=CC=C1)OC1=CC=CC=C1 (2-formyl-6-phenoxypyridine), [BH4-].[Na+] (sodium borohydride). The solvent is CO (methanol). Product: O(C1=CC=CC=C1)C1=CC=CC(=N1)CO (6-phenoxy-2-pyridinylmethanol). RXN SMILES: [CH:1]([C:3]1[CH:8]=[CH:7][CH:6]=[C:5]([O:9][C:10]2[CH:15]=[CH:14][CH:13]=[CH:12][CH:11]=2)[N:4]=1)=[O:2].[BH4-].[Na+]>CO>[O:9]([C:5]1[N:4]=[C:3]([CH2:1][OH:2])[CH:8]=[CH:7][CH:6]=1)[C:10]1[CH:11]=[CH:12][CH:13]=[CH:14][CH:15]=1 |f:1.2|. Reported procedure: The 6-phenoxy-2-pyridinylmethanol may be prepared by first reacting phenol with 2,6-dibromopyridine in dimethyl sulfoxide under basic conditions to give 2-bromo-6-phenoxypyridine. This compound is then reacted at -70° C. with n-butyllithium in diethyl ether and then with dimethylformamide at -30° C. to give 2-formyl-6-phenoxypyridine. This aldehyde is in turn reacted with sodium borohydride in methanol, yielding the corresponding 6-phenoxy-2-pyridinylmethanol. Starting materials: ClC=1C=C(C(=O)OO)C=CC1 (3-chloroperoxybenzoic acid), ice, CN(CC#CCC1=CC=CC=C1)C (1-dimethylamino-4-phenyl-2-butyne), C1(=CC=CC=C1)CC#C (3-phenyl-1-propyne), C=O (formaldehyde), CNC (dimethylamine). Run in ClCCl (dichloromethane). Conditions: temperature 0 celsius, time 20 minute. The product is CN(C=CC(CC1=CC=CC=C1)=O)C (4-Dimethylamino-1-phenyl-3-butene-2-one). RXN SMILES: [CH3:1][N:2]([CH3:13])[CH2:3][C:4]#[C:5][CH2:6][C:7]1[CH:12]=[CH:11][CH:10]=[CH:9][CH:8]=1.C1(CC#C)C=CC=CC=1.C=O.CNC.ClC1C=C(C=CC=1)C(OO)=[O:33]>ClCCl>[CH3:13][N:2]([CH3:1])[CH:3]=[CH:4][C:5](=[O:33])[CH2:6][C:7]1[CH:12]=[CH:11][CH:10]=[CH:9][CH:8]=1. Reported procedure: To an ice cold solution of 1-dimethylamino-4-phenyl-2-butyne (0.5 g; prepared by the Mannich reaction of 3-phenyl-1-propyne with formaldehyde and dimethylamine as per Mornet, et.al. Bull.Soc.Chim.Fr. 1974, 206) in dichloromethane (12 ml) was added in small portions 3-chloroperoxybenzoic acid (0.52 g). After the reaction was stirred at 0° C. for 20 minutes, the mixture was passed over twenty weight equivalents of basic alumina (Brockmann Grade I, 150 mesh) and the N-oxide was eluted using a solut... Reaction SMILES: [CH2:39]([Cl:40])[Cl:41].[Cl-:42].[Cl-:43].[Cl-:44].[Cl-:45].[I:31][N:32]1[C:33](=[O:34])[CH2:35][CH2:36][C:37]1=[O:38].[Zr+4:46].[c:1]1([CH:7]2[CH2:8][CH2:9][CH:10]([O:13][c:14]3[cH:15][c:16]4[cH:17][cH:18][c:19]([C:24]5([CH3:30])[NH:25][C:26](=[O:29])[O:27][CH2:28]5)[cH:20][c:21]4[cH:22][cH:23]3)[CH2:11][CH2:12]2)[cH:2][cH:3][cH:4][cH:5][cH:6]1>>[c:1]1([CH:7]2[CH2:8][CH2:9][CH:10]([O:13][c:14]3[c:15]([I:31])[c:16]4[cH:17][cH:18][c:19]([C:24]5([CH3:30])[NH:25][C:26](=[O:29])[O:27][CH2:28]5)[cH:20][c:21]4[cH:22][cH:23]3)[CH2:11][CH2:12]2)[cH:2][cH:3][cH:4][cH:5][cH:6]1. Yields the product CC1(c2ccc3c(I)c(OC4CCC(c5ccccc5)CC4)ccc3c2)COC(=O)N1. Reactants: ClCCl, [Cl-], [Cl-], [Cl-], [Cl-], O=C1CCC(=O)N1I, [Zr+4], CC1(c2ccc3cc(OC4CCC(c5ccccc5)CC4)ccc3c2)COC(=O)N1. The reactants are OS(=O)(=O)[O-].[K+] (KHSO4), CCOCC (Et2O), C(C1=CC=CC=C1)N1C(NCC1=O)(C)C (3-benzyl-2,2-dimethylimidazolidin-4 -one), C(C1=CC=CC=C1)OC(=O)Cl (benzylchloroformate), C(C1=CC=CC=C1)OC(=O)Cl (benzylchloroformate). Reagents/catalysts: CN(C1=CC=NC=C1)C (4-dimethylaminopyridine). Solvent: C(Cl)Cl (CH2Cl2), C(Cl)Cl (CH2Cl2). Conditions: time 30 minute. Product: C(C1=CC=CC=C1)N1C(N(CC1=O)C(=O)OCC1=CC=CC=C1)(C)C (Benzyl 3-benzyl-2,2-dimethyl-4-oxoimidazolidine-1-carboxylate). Reaction SMILES: [CH2:1]([N:8]1[C:12](=[O:13])[CH2:11][NH:10][C:9]1([CH3:15])[CH3:14])[C:2]1[CH:7]=[CH:6][CH:5]=[CH:4][CH:3]=1.[CH2:16]([O:23][C:24](Cl)=[O:25])[C:17]1[CH:22]=[CH:21][CH:20]=[CH:19][CH:18]=1.OS([O-])(=O)=O.[K+].CCOCC>C(Cl)Cl.CN(C)C1C=CN=CC=1>[CH2:1]([N:8]1[C:12](=[O:13])[CH2:11][N:10]([C:24]([O:23][CH2:16][C:17]2[CH:22]=[CH:21][CH:20]=[CH:19][CH:18]=2)=[O:25])[C:9]1([CH3:15])[CH3:14])[C:2]1[CH:3]=[CH:4][CH:5]=[CH:6][CH:7]=1 |f:2.3|. Procedure details: A cold (0° C.) solution of 3-benzyl-2,2-dimethylimidazolidin-4 -one (2.28 g, 11.16 mmol) in CH2Cl2 (25 mL) was treated with benzylchloroformate (0.96 mL, 6.70 mmol), a solution of 4-dimethylaminopyridine (1.71 g, 13.95 mmol) in CH2Cl2 (10 mL), and again with benzylchloroformate (0.96 mL, 6.70 mmol). The solution was stirred for 30 min and poured into aqueous 10% KHSO4 solution. The layers were separated, and the organic was washed twice with water and once with brine. The organic layer was dried...